This data is from the Open Reaction Database (ORD), a public repository of structured organic reaction records. The task is: describe an organic reaction: reactants, conditions, products, and yield Starting materials: COC=1C=C(C=CC1)C(=O)N1[C@H](C[C@H](C2=CC=CC=C12)NC1=NC=CC=C1)C ((±)-Cis-(3-methoxy-phenyl)-[2-methyl-4-(pyridin-2-ylamino)-3,4-dihydro-2H-quinolin-1-yl]-methanone), C(C)(=O)Cl (acetyl chloride). The product is COC=1C=C(C(=O)N2[C@H](C[C@H](C3=CC=CC=C23)N(C(C)=O)C2=NC=CC=C2)C)C=CC1 ((±)-cis-N-[1-(3-methoxy-benzoyl)-2-methyl-1,2,3,4-tetrahydro-quinolin-4-yl]-N-pyridin-2-yl-acetamide). RXN SMILES: [CH3:1][O:2][C:3]1[CH:4]=[C:5]([C:9]([N:11]2[C:20]3[C:15](=[CH:16][CH:17]=[CH:18][CH:19]=3)[C@H:14]([NH:21][C:22]3[CH:27]=[CH:26][CH:25]=[CH:24][N:23]=3)[CH2:13][C@@H:12]2[CH3:28])=[O:10])[CH:6]=[CH:7][CH:8]=1.[C:29](Cl)(=[O:31])[CH3:30]>>[CH3:1][O:2][C:3]1[CH:4]=[C:5]([CH:6]=[CH:7][CH:8]=1)[C:9]([N:11]1[C:20]2[C:15](=[CH:16][CH:17]=[CH:18][CH:19]=2)[C@H:14]([N:21]([C:22]2[CH:27]=[CH:26][CH:25]=[CH:24][N:23]=2)[C:29](=[O:31])[CH3:30])[CH2:13][C@@H:12]1[CH3:28])=[O:10]. Procedure: Pd2(dba)3 (0.05 equ.), and rac-BINAP (0.1 equ.) were added to a flask with degassed toluene and stirred for 1 h. To the above solution was added 2-bromopyridine (1.1 equ.) and NaOtBu (1.1 equ.) and stirred for 30 min. (±)-Cis-(4-amino-2-methyl-3,4-dihydro-2H-quinolin-1-yl)-(3-methoxy-phenyl)-methanone was dissolved in degassed toluene and added to the solution and heated to 100° C. for 17 h. The reaction was diluted with ether and filtered through celite and concentrated down. The compound was p... Reactants: O=C(O)C(Br)c1noc2ccc(Cl)cc12, Cc1ccccc1. Product: Clc1ccc2onc(CBr)c2c1. Reaction SMILES: [Br:1][CH:2]([C:3]([OH:4])=[O:5])[c:6]1[n:7][o:8][c:9]2[c:10]1[cH:11][c:12]([Cl:15])[cH:13][cH:14]2.[CH3:16][c:17]1[cH:18][cH:19][cH:20][cH:21][cH:22]1>>[Br:1][CH2:2][c:6]1[n:7][o:8][c:9]2[c:10]1[cH:11][c:12]([Cl:15])[cH:13][cH:14]2. Reactants: O (Water), C(#N)C1=CC=C(C=N1)NC(OCC(Cl)(Cl)Cl)=O (2,2,2-trichloroethyl (6-cyanopyridin-3-yl)carbamate), C1(=CC=CC=C1)C1=NSC(=N1)N1CCNCC1 (1-(3-phenyl-1,2,4-thiadiazol-5-yl)piperazine), C(C)(C)N(CC)C(C)C (diisopropylethylamine). Run in CS(=O)C (dimethylsulfoxide). Reaction conditions: temperature 70 celsius, time 3 hour. Product: C(#N)C1=CC=C(C=N1)NC(=O)N1CCN(CC1)C1=NC(=NS1)C1=CC=CC=C1 (N-(6-Cyanopyridin-3-yl)-4-(3-phenyl-1,2,4-thiadiazol-5-yl)piperazine-1-carboxamide). Yield: 8.2%. Reaction SMILES: [C:1]([C:3]1[N:8]=[CH:7][C:6]([NH:9][C:10](=[O:17])OCC(Cl)(Cl)Cl)=[CH:5][CH:4]=1)#[N:2].[C:18]1([C:24]2[N:28]=[C:27]([N:29]3[CH2:34][CH2:33][NH:32][CH2:31][CH2:30]3)[S:26][N:25]=2)[CH:23]=[CH:22][CH:21]=[CH:20][CH:19]=1.C(N(C(C)C)CC)(C)C.O>CS(C)=O>[C:1]([C:3]1[N:8]=[CH:7][C:6]([NH:9][C:10]([N:32]2[CH2:33][CH2:34][N:29]([C:27]3[S:26][N:25]=[C:24]([C:18]4[CH:23]=[CH:22][CH:21]=[CH:20][CH:19]=4)[N:28]=3)[CH2:30][CH2:31]2)=[O:17])=[CH:5][CH:4]=1)#[N:2]. Reported procedure: A mixture of 2,2,2-trichloroethyl (6-cyanopyridin-3-yl)carbamate (263 mg, 0.893 mmol), 1-(3-phenyl-1,2,4-thiadiazol-5-yl)piperazine (200 mg, 0.812 mmol) and diisopropylethylamine (0.156 ml, 0.893 mmol) in dimethylsulfoxide (2.7 ml) was stirred at 70° C. for 3 hours. Water was poured into the reaction mixture and the mixture was extracted with ethyl acetate. The extract was washed with water and dried over anhydrous magnesium sulfate and the solvent was distilled off under reduced pressure. The r... Reactants: O=C(OCc1ccccc1)N1CCc2c(ccc(F)c2Br)C1c1cc(Cl)ccc1O, C=CCBr, CC(C)=O, [K+], [K+], O=C([O-])[O-], O. The product is C=CCOc1ccc(Cl)cc1C1c2ccc(F)c(Br)c2CCN1C(=O)OCc1ccccc1. As a reaction SMILES: [CH2:1]([c:2]1[cH:3][cH:4][cH:5][cH:6][cH:7]1)[O:8][C:9](=[O:10])[N:11]1[CH:12]([c:23]2[c:24]([OH:30])[cH:25][cH:26][c:27]([Cl:29])[cH:28]2)[c:13]2[cH:14][cH:15][c:16]([F:22])[c:17]([Br:21])[c:18]2[CH2:19][CH2:20]1.[CH2:37]([CH:38]=[CH2:39])[Br:40].[CH3:41][C:42](=[O:43])[CH3:44].[K+:31].[K+:32].[O-:33][C:34]([O-:35])=[O:36].[OH2:45]>>[CH2:1]([c:2]1[cH:3][cH:4][cH:5][cH:6][cH:7]1)[O:8][C:9](=[O:10])[N:11]1[CH:12]([c:23]2[c:24]([O:30][CH2:39][CH:38]=[CH2:37])[cH:25][cH:26][c:27]([Cl:29])[cH:28]2)[c:13]2[cH:14][cH:15][c:16]([F:22])[c:17]([Br:21])[c:18]2[CH2:19][CH2:20]1. Starting materials: CCc1cccnc1NC(=O)OC(C)(C)C, CC(=O)O, Cl, [Na+], [OH-]. Yields the product CCc1cccnc1N. Reaction SMILES: [C:1]([O:2][C:3](=[O:4])[NH:8][c:9]1[n:10][cH:11][cH:12][cH:13][c:14]1[CH2:15][CH3:16])([CH3:5])([CH3:6])[CH3:7].[CH3:20][C:21](=[O:22])[OH:23].[ClH:19].[Na+:18].[OH-:17]>>[NH2:8][c:9]1[n:10][cH:11][cH:12][cH:13][c:14]1[CH2:15][CH3:16]. Starting materials: Br, O=C([O-])[O-], C1CCOC1, Oc1cc2cnn(-c3ccc(F)cc3)c2cc1Cl, ClCCl, CC(=O)Cc1ccc(F)cc1, [K+], [K+]. Yields the product CC(=O)C(Oc1cc2cnn(-c3ccc(F)cc3)c2cc1Cl)c1ccc(F)cc1. Reaction SMILES: [Br:12].[C:31](=[O:32])([O-:33])[O-:34].[CH2:40]1[O:41][CH2:42][CH2:43][CH2:44]1.[Cl:13][c:14]1[c:15]([OH:30])[cH:16][c:17]2[cH:18][n:19][n:20](-[c:23]3[cH:24][cH:25][c:26]([F:29])[cH:27][cH:28]3)[c:21]2[cH:22]1.[Cl:37][CH2:38][Cl:39].[F:1][c:2]1[cH:3][cH:4][c:5]([CH2:8][C:9]([CH3:10])=[O:11])[cH:6][cH:7]1.[K+:35].[K+:36]>>[F:1][c:2]1[cH:3][cH:4][c:5]([CH:8]([C:9]([CH3:10])=[O:11])[O:30][c:15]2[c:14]([Cl:13])[cH:22][c:21]3[c:17]([cH:16]2)[cH:18][n:19][n:20]3-[c:23]2[cH:24][cH:25][c:26]([F:29])[cH:27][cH:28]2)[cH:6][cH:7]1. Reactants: C(C)(C)N1CCC(CC1)NC(=O)C1=NC2=C(N1CC(NC1=NC=C(C=C1)Cl)=O)C=CC=C2CO (1-[(5-Chloro-pyridin-2-ylcarbamoyl)-methyl]-4-hydroxymethyl-1H-benzoimidazole-2-carboxylic acid (1-isopropyl-piperidin-4-yl)-amide), BrCCOC (1-bromo-2-methoxy-ethane), potassium tert.butylate, BrCCOC (1-bromo-2-methoxy-ethane). Run in CN(C)C=O (DMF). Reaction conditions: time 16 hour. Yields the product C(C)(C)N1CCC(CC1)NC(=O)C1=NC2=C(N1CC(NC1=NC=C(C=C1)Cl)=O)C=CC=C2COCCOC (1-[(5-Chloro-pyridin-2-ylcarbamoyl)-methyl]-4-(2-methoxy-ethoxymethyl)-1H-benzoimidazole-2-carboxylic acid (1-isopropyl-piperidin-4-yl)-amide). RXN SMILES: [CH:1]([N:4]1[CH2:9][CH2:8][CH:7]([NH:10][C:11]([C:13]2[N:17]([CH2:18][C:19](=[O:28])[NH:20][C:21]3[CH:26]=[CH:25][C:24]([Cl:27])=[CH:23][N:22]=3)[C:16]3[CH:29]=[CH:30][CH:31]=[C:32]([CH2:33][OH:34])[C:15]=3[N:14]=2)=[O:12])[CH2:6][CH2:5]1)([CH3:3])[CH3:2].Br[CH2:36][CH2:37][O:38][CH3:39]>CN(C=O)C>[CH:1]([N:4]1[CH2:9][CH2:8][CH:7]([NH:10][C:11]([C:13]2[N:17]([CH2:18][C:19](=[O:28])[NH:20][C:21]3[CH:26]=[CH:25][C:24]([Cl:27])=[CH:23][N:22]=3)[C:16]3[CH:29]=[CH:30][CH:31]=[C:32]([CH2:33][O:34][CH2:36][CH2:37][O:38][CH3:39])[C:15]=3[N:14]=2)=[O:12])[CH2:6][CH2:5]1)([CH3:3])[CH3:2]. Reported procedure: 81.6 mg (0.065 mmol) 1-[(5-Chloro-pyridin-2-ylcarbamoyl)-methyl]-4-hydroxymethyl-1H-benzoimidazole-2-carboxylic acid (1-isopropyl-piperidin-4-yl)-amide were dissolved in 5 mL abs. DMF. At 0° C. 21.9 mg (0.195 mmol) potassium tert.butylate were added. After 5 min 12 μl (0.13 mmol) 1-bromo-2-methoxy-ethane were added and the reaction mixture was allowed to come to room temperature. After 3 h further 12 μl (0.13 mmol) 1-bromo-2-methoxy-ethane were added and the reaction mixture was stirred for 16 h...